From a dataset of the Open Reaction Database (ORD), a public repository of structured organic reaction records. describe an organic reaction: reactants, conditions, products, and yield The reactants are OC=1C=C(C=CC1)NC(OC(C)(C)C)=O (tert-butyl (3-hydroxyphenyl)carbamate), FC=1C=CC(=C(N)C1)[N+](=O)[O-] (5-fluoro-2-nitroaniline), C([O-])([O-])=O.[K+].[K+] (potassium carbonate). Solvent: C(C)(=O)OCC (ethyl acetate), CCCCCC (hexane), CN(C=O)C (N,N-dimethylformamide). Reaction conditions: temperature 100 celsius, time 14 hour. Product: NC=1C=C(OC=2C=C(C=CC2)NC(OC(C)(C)C)=O)C=CC1[N+](=O)[O-] (tert-butyl [3-(3-amino-4-nitrophenoxy)phenyl]carbamate). The yield is 68.4%. RXN SMILES: [OH:1][C:2]1[CH:3]=[C:4]([NH:8][C:9](=[O:15])[O:10][C:11]([CH3:14])([CH3:13])[CH3:12])[CH:5]=[CH:6][CH:7]=1.F[C:17]1[CH:18]=[CH:19][C:20]([N+:24]([O-:26])=[O:25])=[C:21]([CH:23]=1)[NH2:22].C(=O)([O-])[O-].[K+].[K+]>CN(C)C=O.C(OCC)(=O)C.CCCCCC>[NH2:22][C:21]1[CH:23]=[C:17]([CH:18]=[CH:19][C:20]=1[N+:24]([O-:26])=[O:25])[O:1][C:2]1[CH:3]=[C:4]([NH:8][C:9](=[O:15])[O:10][C:11]([CH3:12])([CH3:14])[CH3:13])[CH:5]=[CH:6][CH:7]=1 |f:2.3.4|. Procedure: To a solution of tert-butyl (3-hydroxyphenyl)carbamate (6.89 g, 32.9 mmol) and 5-fluoro-2-nitroaniline (5.09 g, 32.6 mmol) in N,N-dimethylformamide (100 mL) was added potassium carbonate (11.2 g, 80.9 mmol), and the mixture was vigorously stirred at 100° C. for 14 hr. The reaction mixture was cooled to room temperature, diluted with ethyl acetate (125 ml) and hexane (125 mL), washed with water (150 mL×2) and saturated brine (100 mL), successively, and dried over anhydrous magnesium sulfate. The ... Reaction conditions: temperature 65 celsius, time 18 hour. Product: CC1=C(C=C(C=C1)NC(OC(C)(C)C)=O)[N+](=O)[O-] (t-Butyl 4-methyl-3-nitrophenylcarbamate). The reactants are CC1=C(C=C(N)C=C1)[N+](=O)[O-] (4-Methyl-3-nitroaniline), C(OC(C)(C)C)(O)=O (t-Butyl bicarbonate). RXN SMILES: [CH3:1][C:2]1[CH:8]=[CH:7][C:5]([NH2:6])=[CH:4][C:3]=1[N+:9]([O-:11])=[O:10].[C:12](=O)([OH:18])[O:13][C:14]([CH3:17])([CH3:16])[CH3:15]>C1COCC1>[CH3:1][C:2]1[CH:8]=[CH:7][C:5]([NH:6][C:12](=[O:18])[O:13][C:14]([CH3:17])([CH3:16])[CH3:15])=[CH:4][C:3]=1[N+:9]([O-:11])=[O:10]. Solvent: C1CCOC1 (THF), C1CCOC1 (THF). Procedure details: 4-Methyl-3-nitroaniline (5.0 g, 32.86 mmol) was dissolved in anhydrous THF (25 mL). t-Butyl bicarbonate (7.5 mL, 32.86 mmol) dissolved in anhydrous THF (25 mL) was added slowly to the reaction mixture, which was stirred at 65° C. for 18 hours. After the reaction was completed the remaining organic solvent was distilled under reduced pressure, and water was added thereto. The resulting yellow solid was filtered and dried to obtain the title compound without further purification. Starting materials: ClC=1C=C(C=CC1)N (3-chlorobenzenamine), C(C=C)#N (acrylonitrile), C(C=C)#N (acrylonitrile). Reagents/catalysts: CC(=O)[O-].CC(=O)[O-].[Cu+2] (Cu(OAc)2). Conditions: time 3 hour. Product: ClC=1C=C(C=CC1)NCCC#N (3-(3-chlorophenylamino)propanenitrile). Yield: 67.0%. As a reaction SMILES: [Cl:1][C:2]1[CH:3]=[C:4]([NH2:8])[CH:5]=[CH:6][CH:7]=1.[C:9](#[N:12])[CH:10]=[CH2:11]>CC([O-])=O.CC([O-])=O.[Cu+2]>[Cl:1][C:2]1[CH:3]=[C:4]([NH:8][CH2:11][CH2:10][C:9]#[N:12])[CH:5]=[CH:6][CH:7]=1 |f:2.3.4|. Procedure details: A solution of 3-chlorobenzenamine (10 g, 0.079 mol), Cu(OAc)2 (0.5 g, 5% by weight of m-chloroaniline), and acrylonitrile, was heated to reflux. Refluxing was continued for 3 h with the temperature rising to about 130° C. After the reaction was complete, acrylonitrile was stripped under reduced pressure and the residue purified by column chromatography to afford the pure product 3-(3-chlorophenylamino)propanenitrile (8 g, yield 67%). 1HNMR δ 2.6 (m, 2H), 3.5 (m, 2H), 4.1 (m, 1H), 6.45 (m, 1H), 6... Reactants: BrC=1C=CC(=C(C(=O)OC)C1)N (methyl 5-bromo-2-aminobenzoate), NC=1C=C(C(=O)OC)C=CC1C (methyl 3-amino-4-methylbenzoate), C(C)OC(OCC)OCC (triethylorthoformate), C(C)(=O)O (acetic acid). The solvent is C1(=CC=CC=C1)C (toluene). Product: BrC=1C=C2C(N(C=NC2=CC1)C=1C=C(C(=O)OC)C=CC1C)=O (methyl 3-(6-bromo-4-oxoquinazolin-3(4H)-yl)-4-methylbenzoate). RXN SMILES: [Br:1][C:2]1[CH:3]=[CH:4][C:5]([NH2:12])=[C:6]([CH:11]=1)[C:7](OC)=[O:8].[NH2:13][C:14]1[CH:15]=[C:16]([CH:21]=[CH:22][C:23]=1[CH3:24])[C:17]([O:19][CH3:20])=[O:18].[CH2:25](OC(OCC)OCC)C.C(O)(=O)C>C1(C)C=CC=CC=1>[Br:1][C:2]1[CH:11]=[C:6]2[C:5](=[CH:4][CH:3]=1)[N:12]=[CH:25][N:13]([C:14]1[CH:15]=[C:16]([CH:21]=[CH:22][C:23]=1[CH3:24])[C:17]([O:19][CH3:20])=[O:18])[C:7]2=[O:8]. Reported procedure: To a stirred solution of methyl 5-bromo-2-aminobenzoate (10.0 g) and methyl 3-amino-4-methylbenzoate (7.90 g) in toluene (100 ml) at 50° C. were added triethylorthoformate (8.12 ml) and glacial acetic acid (2.50 ml). The mixture was heated to reflux for 16 hours. The alcohol by-products were distilled using Dean-stark conditions and the reaction cooled room temperature. The resultant solid was collected by filtration, washed with toluene (2×20 ml) and dried in vacuo at 40° C. to give the methyl ...